This data is from the Open Reaction Database (ORD), a public repository of structured organic reaction records. The task is: describe an organic reaction: reactants, conditions, products, and yield Reactants: BrCC=1CCOCC1C1=CC=CC=C1 (4-(bromomethyl)-5-phenyl-3,6-dihydro-2H-pyran), OC1=C(C=O)C(=CC=C1)O (2,6-dihydroxybenzaldehyde), C(=O)([O-])[O-].[K+].[K+] (K2CO3). Run in O (water), CCOC(=O)C (EtOAc), CN(C)C=O (DMF). Conditions: time 1 hour. Product: OC1=C(C=O)C(=CC=C1)OCC=1CCOCC1C1=CC=CC=C1 (2-hydroxy-6-((5-phenyl-3,6-dihydro-2H-pyran-4-yl)methoxy)benzaldehyde). Yield: 85.9%. RXN SMILES: Br[CH2:2][C:3]1[CH2:4][CH2:5][O:6][CH2:7][C:8]=1[C:9]1[CH:14]=[CH:13][CH:12]=[CH:11][CH:10]=1.[OH:15][C:16]1[CH:23]=[CH:22][CH:21]=[C:20]([OH:24])[C:17]=1[CH:18]=[O:19].C([O-])([O-])=O.[K+].[K+]>CN(C=O)C.O.CCOC(C)=O>[OH:15][C:16]1[CH:23]=[CH:22][CH:21]=[C:20]([O:24][CH2:2][C:3]2[CH2:4][CH2:5][O:6][CH2:7][C:8]=2[C:9]2[CH:14]=[CH:13][CH:12]=[CH:11][CH:10]=2)[C:17]=1[CH:18]=[O:19] |f:2.3.4|. Reported procedure: To a solution of 4-(bromomethyl)-5-phenyl-3,6-dihydro-2H-pyran (110 mg, 0.45 mmol) and 2,6-dihydroxybenzaldehyde (120 mg, 0.90 mmol) in DMF (3 mL) was added K2CO3 (120 mg, 0.90 mmol). After stirred at room temperature for 1 h, it was diluted with water and EtOAc, organic layer was separated, and the aqueous layer was extracted with EtOAc. Organic layer was combined, washed with brine, dried and concentrated to give crude product, which was purified by column (Hexanes/EtOAc=3:1) to give 2-hydroxy... Starting materials: CO, CCOCOC(=O)c1c(Cl)cccc1OCc1nc(OC)cc(OC)n1, Cl, O. Yields the product COc1cc(OC)nc(COc2cccc(Cl)c2C(=O)O)n1. Reaction SMILES: [CH3:27][OH:28].[Cl:1][c:2]1[cH:3][cH:4][cH:5][c:6]([O:15][CH2:16][c:17]2[n:18][c:19]([O:25][CH3:26])[cH:20][c:21]([O:23][CH3:24])[n:22]2)[c:7]1[C:8](=[O:9])[O:10][CH2:11][O:12][CH2:13][CH3:14].[ClH:29].[OH2:30]>>[Cl:1][c:2]1[cH:3][cH:4][cH:5][c:6]([O:15][CH2:16][c:17]2[n:18][c:19]([O:25][CH3:26])[cH:20][c:21]([O:23][CH3:24])[n:22]2)[c:7]1[C:8](=[O:9])[OH:10]. Starting materials: Ferric perchlorate hexahydrate, FC(C(=O)O)(F)F (trifluoroacetic acid), O1COC2=C1C=CC(=C2)\C=C(\C(=O)OC)/CC2=CC(=C(C(=C2)OC)OC)OC (methyl (E)-α-(1,3-benzodioxol-5-yl-methylene)-3,4,5-trimethoxybenzene- propionate). The solvent is ClCCl (dichloromethane), C(C)(=O)OCC (ethyl acetate). Run at time 1 hour. Product: COC1=C(C(=CC2=C1C1=CC3=C(OCO3)C=C1C=C(C2)C(=O)OC)OC)OC (methyl 1,2,3-trimethoxy-5H-benzo[3,4]cyclohepta[1,2-f][1,3]benzodioxole-6-carboxylate), oil. Isolated yield 85.0%. Reaction SMILES: FC(F)(F)C(O)=O.[O:8]1[C:12]2[CH:13]=[CH:14][C:15](/[CH:17]=[C:18](\[CH2:23][C:24]3[CH:29]=[C:28]([O:30][CH3:31])[C:27]([O:32][CH3:33])=[C:26]([O:34][CH3:35])[CH:25]=3)/[C:19]([O:21][CH3:22])=[O:20])=[CH:16][C:11]=2[O:10][CH2:9]1>ClCCl.C(OCC)(=O)C>[CH3:35][O:34][C:26]1[C:25]2[C:14]3[C:15]([CH:17]=[C:18]([C:19]([O:21][CH3:22])=[O:20])[CH2:23][C:24]=2[CH:29]=[C:28]([O:30][CH3:31])[C:27]=1[O:32][CH3:33])=[CH:16][C:11]1[O:10][CH2:9][O:8][C:12]=1[CH:13]=3. Reported procedure: Ferric perchlorate hexahydrate (342 mg, 0.74 mmol) and 0.5 ml of trifluoroacetic acid were added to a solution of methyl (E)-α-(1,3-benzodioxol-5-yl-methylene)-3,4,5-trimethoxybenzene- propionate [114 mg, 0.295 mmol; P. Magnus et.al., J. Am. Chem. Soc., 107, 4984, (1985)] in 5 ml of dichloromethane, followed by stirring at room temperature for 1 hour. The reaction mixture was dissolved in 20 ml of ethyl acetate. The resulting solution was washed successively with 2N-HCl, water and saturated NaHC... Reaction SMILES: [CH3:1][c:2]1[c:3]([NH2:4])[c:5]([O:9][c:10]2[cH:11][cH:12][cH:13][cH:14][cH:15]2)[cH:6][cH:7][cH:8]1.[CH3:27][C:28](=[O:29])[OH:30].[ClH:16].[F:21][B-:22]([F:23])([F:24])[F:25].[H+:26].[N:17](=[O:18])[O-:19].[Na+:20].[OH2:31]>>[CH3:1][c:2]1[c:3]([OH:18])[c:5]([O:9][c:10]2[cH:11][cH:12][cH:13][cH:14][cH:15]2)[cH:6][cH:7][cH:8]1. Reactants: Cc1cccc(Oc2ccccc2)c1N, CC(=O)O, Cl, F[B-](F)(F)F, [H+], O=N[O-], [Na+], O. Product: Cc1cccc(Oc2ccccc2)c1O. Starting materials: COC(=O)c1ccc(CBr)cc1, O=C([O-])[O-], C=C, CCCC[N+](CCCC)(CCCC)CCCC, [I-], [K+], [K+], NC(N)=O, CN(C)C=O. Yields the product COC(=O)c1ccc(CN2CCNC2=O)cc1. RXN SMILES: [Br:13][CH2:14][c:15]1[cH:16][cH:17][c:18]([C:19](=[O:20])[O:21][CH3:22])[cH:23][cH:24]1.[C:1](=[O:2])([O-:3])[O-:4].[CH2:11]=[CH2:12].[CH2:26]([N+:27]([CH2:28][CH2:29][CH2:30][CH3:31])([CH2:32][CH2:33][CH2:34][CH3:35])[CH2:36][CH2:37][CH2:38][CH3:39])[CH2:40][CH2:41][CH3:42].[I-:25].[K+:5].[K+:6].[NH2:7][C:8](=[O:9])[NH2:10].[O:43]=[CH:44][N:45]([CH3:46])[CH3:47]>>[N:7]1([CH2:14][c:15]2[cH:16][cH:17][c:18]([C:19](=[O:20])[O:21][CH3:22])[cH:23][cH:24]2)[C:8](=[O:9])[NH:10][CH2:11][CH2:12]1. Reactants: [H-].[Na+] (Sodium hydride), mono-hydrochloride, N1=C(C=CC=C1)C1=NC2=C(N1)C=CC=C2 (2-Pyridin-2-yl-lH-benzoimidazole), ClC=1C=C(CBr)C=CC1Cl (3,4-Dichlorobenzyl bromide). Solvent: CN(C)C=O (DMF), O (water). Run at time 0.5 hour. The product is ClC=1C=C(CN2C(=NC3=C2C=CC=C3)C3=NC=CC=C3)C=CC1Cl (1- (3,4-Dichlorobenzyl)-2-pyridin-2-yl- 1H-benzoimidazole). Isolated yield 36.7%. RXN SMILES: [N:1]1[CH:6]=[CH:5][CH:4]=[CH:3][C:2]=1[C:7]1[NH:11][C:10]2[CH:12]=[CH:13][CH:14]=[CH:15][C:9]=2[N:8]=1.[H-].[Na+].[Cl:18][C:19]1[CH:20]=[C:21]([CH:24]=[CH:25][C:26]=1[Cl:27])[CH2:22]Br>CN(C=O)C.O>[Cl:18][C:19]1[CH:20]=[C:21]([CH:24]=[CH:25][C:26]=1[Cl:27])[CH2:22][N:11]1[C:10]2[CH:12]=[CH:13][CH:14]=[CH:15][C:9]=2[N:8]=[C:7]1[C:2]1[CH:3]=[CH:4][CH:5]=[CH:6][N:1]=1 |f:1.2|. Procedure: 2-Pyridin-2-yl-lH-benzoimidazole (1.95 g, 0.01 mol) was dissolved in DMF (50 mL) under an atmosphere of nitrogen. Sodium hydride (60% dispersion in oil, 0.48 g, 0.012 mol) was then added. The reaction mixture was stirred at ambient temperature for 0.5 hour. 3,4-Dichlorobenzyl bromide (2.4 g, 0.01 mol) was then added. The mixture was stirred at 80° C. for a period of 4 hours. The mixture was cooled and diluted with water. The mixture was then extracted with ethyl acetate. The organic extract was ...